This data is from the Open Reaction Database (ORD), a public repository of structured organic reaction records. The task is: describe an organic reaction: reactants, conditions, products, and yield Starting materials: ClC=1C=C(OCCBr)C=CC1Cl (2-(3,4-dichlorophenoxy)ethyl bromide), C([O-])([O-])=O.[Na+].[Na+] (sodium carbonate), C(CCCCCCC)N (n-octylamine), O (water). Run in C(C)O (ethanol). Product: ClC=1C=C(OCCNCCCCCCCC)C=CC1Cl (N-2-(3,4-dichlorophenoxy)ethyl-N-n-octylamine). Reaction SMILES: [Cl:1][C:2]1[CH:3]=[C:4]([CH:9]=[CH:10][C:11]=1[Cl:12])[O:5][CH2:6][CH2:7]Br.C(=O)([O-])[O-].[Na+].[Na+].[CH2:19]([NH2:27])[CH2:20][CH2:21][CH2:22][CH2:23][CH2:24][CH2:25][CH3:26].O>C(O)C>[Cl:1][C:2]1[CH:3]=[C:4]([CH:9]=[CH:10][C:11]=1[Cl:12])[O:5][CH2:6][CH2:7][NH:27][CH2:19][CH2:20][CH2:21][CH2:22][CH2:23][CH2:24][CH2:25][CH3:26] |f:1.2.3|. Procedure details: In 20 ml of ethanol was dissolved 2.06 g (7.63 millimoles) of 2-(3,4-dichlorophenoxy)ethyl bromide, and 1.06 g (10.0 millimoles) of anhydrous sodium carbonate and 3.48 g (27.0 millimoles) of n-octylamine were added to the solution. The mixture was heated and refluxed on an oil bath for 6 hours. After cooling, the reaction mixture was poured into 100 ml of water and extracted with 20 ml of chloroform three times. Reactants: CO (methanol), ClC=1C(=CC(=C(COCC(C)=O)C1)[C@@H]1O[C@@H]([C@H]([C@@H]([C@H]1O)O)O)CO)CC1=CC=C(C=C1)CC (1-(5-chloro-4-(4-ethylbenzyl)-2-((2S,3R,4R,5S,6R)-3,4,5-trihydroxy-6-(hydroxymethyl)tetrahydro-2H-pyran-2-yl)benzyloxy)propan-2-one), ClC=1C(=CC(=C(COCC(C)=O)C1)[C@@H]1O[C@@H]([C@H]([C@@H]([C@H]1O)O)O)CO)CC1=CC=C(C=C1)CC (1-(5-chloro-4-(4-ethylbenzyl)-2-((2S,3R,4R,5S,6R)-3,4,5-trihydroxy-6-(hydroxymethyl)tetrahydro-2H-pyran-2-yl)benzyloxy)propan-2-one), [BH4-].[Na+] (NaBH4). Solvent: C1CCOC1 (THF). Yields the product ClC1=CC(=C(C=C1CC1=CC=C(C=C1)CC)[C@@H]1O[C@@H]([C@H]([C@@H]([C@H]1O)O)O)CO)COCC(C)O ((2S,3R,4R,5S,6R)-2-(4-chloro-5-(4-ethylbenzyl)-2-((2-hydroxypropoxy)methyl)phenyl)-6-(hydroxymethyl)tetrahydro-2H-pyran-3,4,5-triol). Yield: 67.5%. As a reaction SMILES: [Cl:1][C:2]1[C:3]([CH2:25][C:26]2[CH:31]=[CH:30][C:29]([CH2:32][CH3:33])=[CH:28][CH:27]=2)=[CH:4][C:5]([C@H:14]2[C@H:19]([OH:20])[C@@H:18]([OH:21])[C@H:17]([OH:22])[C@@H:16]([CH2:23][OH:24])[O:15]2)=[C:6]([CH:13]=1)[CH2:7][O:8][CH2:9][C:10](=[O:12])[CH3:11].[BH4-].[Na+].CO>C1COCC1>[Cl:1][C:2]1[C:3]([CH2:25][C:26]2[CH:27]=[CH:28][C:29]([CH2:32][CH3:33])=[CH:30][CH:31]=2)=[CH:4][C:5]([C@H:14]2[C@H:19]([OH:20])[C@@H:18]([OH:21])[C@H:17]([OH:22])[C@@H:16]([CH2:23][OH:24])[O:15]2)=[C:6]([CH2:7][O:8][CH2:9][CH:10]([OH:12])[CH3:11])[CH:13]=1 |f:1.2|. Procedure details: To a solution of 1-(5-chloro-4-(4-ethylbenzyl)-2-((2S,3R,4R,5S,6R)-3,4,5-trihydroxy-6-(hydroxymethyl)tetrahydro-2H-pyran-2-yl)benzyloxy)propan-2-one (compound K) (3.7 mg, 0.0077 mmol) in dry THF (0.5 mL) was added NaBH4 (1.76 mg, 0.0045 mmol) with stirring under argon at room temperature. After the mixture was stirred for 20 min, anhydrous methanol was added dropwise, and the resulting mixture was stirred at 20° C. for 2 h, then quenched by addition of sat. NH4Cl. The mixture was extracted with ... Reactants: CCOC(=O)CBr, Cl, [H-], [Na+], C1CCOC1, O=C1NC(c2ccccc2)C(c2ccccc2)O1. Yields the product CCOC(=O)CN1C(=O)OC(c2ccccc2)C1c1ccccc1. Reaction SMILES: [Br:21][CH2:22][C:23](=[O:24])[O:25][CH2:26][CH3:27].[ClH:28].[H-:19].[Na+:20].[O:29]1[CH2:30][CH2:31][CH2:32][CH2:33]1.[c:1]1([CH:7]2[NH:8][C:9](=[O:18])[O:10][CH:11]2[c:12]2[cH:13][cH:14][cH:15][cH:16][cH:17]2)[cH:2][cH:3][cH:4][cH:5][cH:6]1>>[c:1]1([CH:7]2[N:8]([CH2:22][C:23](=[O:24])[O:25][CH2:26][CH3:27])[C:9](=[O:18])[O:10][CH:11]2[c:12]2[cH:13][cH:14][cH:15][cH:16][cH:17]2)[cH:2][cH:3][cH:4][cH:5][cH:6]1.